The task is: describe an organic reaction: reactants, conditions, products, and yield. This data is from the Open Reaction Database (ORD), a public repository of structured organic reaction records. The solvent is C(Cl)(Cl)Cl (chloroform). Reactants: OCCN1CCN(CC1)CC(=O)N1C2=C(NC(C3=C1C=CC=C3)=O)C=CC=N2 (5,11-Dihydro-11-[(4-[2-hydroxyethyl]-1-piperazinyl)acetyl]-6H-pyrido[2,3-b][1,4]benzodiazepine-6-one), S(=O)(Cl)Cl (thionyl chloride). Procedure details: Compound 25 (110 mg, 0.22 mmol) was refluxed for 1 h with thionyl chloride (1 mL) in chloroform (4 mL). The volatile material was removed in vacuo, and the residue was basified with aqueous Na2CO3 (pH 10) and washed immediately with ether to completely remove the non polar impurity (TLC CHCl3 /CH3OH/NH4OH: 9/1/0.1, Rf 0.4). The product was extracted into CHCl3 from the cold aqueous phase and the combined CHCl3 layers were concentrated in vacuo and acidified using ether/HCl. The precipitate was d... As a reaction SMILES: O[CH2:2][CH2:3][N:4]1[CH2:9][CH2:8][N:7]([CH2:10][C:11]([N:13]2[C:19]3[CH:20]=[CH:21][CH:22]=[CH:23][C:18]=3[C:17](=[O:24])[NH:16][C:15]3[CH:25]=[CH:26][CH:27]=[N:28][C:14]2=3)=[O:12])[CH2:6][CH2:5]1.S(Cl)([Cl:31])=O>C(Cl)(Cl)Cl>[ClH:31].[ClH:31].[Cl:31][CH2:2][CH2:3][N:4]1[CH2:9][CH2:8][N:7]([CH2:10][C:11]([N:13]2[C:19]3[CH:20]=[CH:21][CH:22]=[CH:23][C:18]=3[C:17](=[O:24])[NH:16][C:15]3[CH:25]=[CH:26][CH:27]=[N:28][C:14]2=3)=[O:12])[CH2:6][CH2:5]1 |f:3.4.5|. The product is Cl.Cl.ClCCN1CCN(CC1)CC(=O)N1C2=C(NC(C3=C1C=CC=C3)=O)C=CC=N2 (5,11-Dihydro-11-[(4-[2-chloroethyl]-1-piperazinyl)acetyl]-6H-pyrido[2,3-b][1,4]benzodiazepine-6-one dihydrochloride). Yield: 25.0%. Reactants: C(=O)(O)[O-].[Na+] (NaHCO3), CN1CCN(CC1)CC1=CC=C(C=C1)N (4-(4-Methyl-piperazin-1-ylmethyl)phenylamine), ClC1(C(NC2=CC=C(C=C12)C#N)=O)C=1C(=NC=CC1)OCC (3-chloro-3-(2-ethoxypyridin-3-yl)-2-oxo-2,3-dihydro-1H-indole-5-carbonitrile), CCN(C(C)C)C(C)C (DIPEA). The solvent is ClCCl (dichloromethane). Conditions: time 2 hour. Yields the product C(C)OC1=NC=CC=C1C1(C(NC2=CC=C(C=C12)C#N)=O)NC1=CC=C(C=C1)CN1CCN(CC1)C (3-(2-Ethoxypyridin-3-yl)-3-[4-(4-methylpiperazin-1-ylmethyl)phenylamino]-2-oxo-2,3-dihydro-1H-indole-5-carbonitrile). The yield is 103.1%. Reaction SMILES: [CH3:1][N:2]1[CH2:7][CH2:6][N:5]([CH2:8][C:9]2[CH:14]=[CH:13][C:12]([NH2:15])=[CH:11][CH:10]=2)[CH2:4][CH2:3]1.Cl[C:17]1([C:29]2[C:30]([O:35][CH2:36][CH3:37])=[N:31][CH:32]=[CH:33][CH:34]=2)[C:25]2[C:20](=[CH:21][CH:22]=[C:23]([C:26]#[N:27])[CH:24]=2)[NH:19][C:18]1=[O:28].CCN(C(C)C)C(C)C.C([O-])(O)=O.[Na+]>ClCCl>[CH2:36]([O:35][C:30]1[C:29]([C:17]2([NH:15][C:12]3[CH:13]=[CH:14][C:9]([CH2:8][N:5]4[CH2:6][CH2:7][N:2]([CH3:1])[CH2:3][CH2:4]4)=[CH:10][CH:11]=3)[C:25]3[C:20](=[CH:21][CH:22]=[C:23]([C:26]#[N:27])[CH:24]=3)[NH:19][C:18]2=[O:28])=[CH:34][CH:33]=[CH:32][N:31]=1)[CH3:37] |f:3.4|. Procedure: 4-(4-Methyl-piperazin-1-ylmethyl)phenylamine (425 mg, 2.07 mmol) was added to a solution of 3-chloro-3-(2-ethoxypyridin-3-yl)-2-oxo-2,3-dihydro-1H-indole-5-carbonitrile (500 mg, 1.59 mmol) in dichloromethane (50 ml) and DIPEA (0.27 ml, 159 mmol) at 0° C. The reaction mixture was stirred at room temperature for 2 h and then an aqueous NaHCO3 solution was added. The aqueous reaction mixture was extracted with dichloromethane. The combined organic phase was dried over magnesium sulfate, filtered an... Starting materials: C(CCC)[Li] (butyl lithium), C(C)OP(=O)(OCC)CP(=O)(OCC)OCC (bis-(diethylphosphono)methane), C(C)OC(=O)N1C(C(CC1)=O)C(=O)OCC (ethyl 1-ethoxycarbonyl-3-oxopyrrolidine-2-carboxylate). Solvent: O1CCCC1 (THF), O1CCCC1 (tetrahydrofuran). The product is C(C)OC(=O)N1C(C(=CC1)CP(=O)(OCC)OCC)C(=O)OCC (ethyl 1-ethoxycarbonyl-3-(diethylphosphonomethyl)-2,5-dihydropyrrole-2-carboxylate). Reaction SMILES: C(OP([CH2:9][P:10]([O:15][CH2:16][CH3:17])([O:12][CH2:13][CH3:14])=[O:11])(OCC)=O)C.C([Li])CCC.[CH2:23]([O:25][C:26]([N:28]1[CH2:32][CH2:31][C:30](=O)[CH:29]1[C:34]([O:36][CH2:37][CH3:38])=[O:35])=[O:27])[CH3:24]>O1CCCC1>[CH2:23]([O:25][C:26]([N:28]1[CH2:32][CH:31]=[C:30]([CH2:9][P:10]([O:12][CH2:13][CH3:14])([O:15][CH2:16][CH3:17])=[O:11])[CH:29]1[C:34]([O:36][CH2:37][CH3:38])=[O:35])=[O:27])[CH3:24]. Procedure: A stirred solution of 5.3 ml of bis-(diethylphosphono)methane in 30 ml of anhydrous tetrahydrofuran (THF) under nitrogen is cooled to -78° and 8.5 ml of 2.5M butyl lithium is added dropwise. After stirring 5 minutes a solution of 4.64 g of ethyl 1-ethoxycarbonyl-3-oxopyrrolidine-2-carboxylate [J. Am. Chem. Soc. 86, 5297 (1964)]in 30 ml dry THF is added dropwise rapidly. The solution is heated at reflux for 18 hours, cooled to room temperature and concentrated; 40 ml of 1N hydrochloric acid is ad...